This data is from the Open Reaction Database (ORD), a public repository of structured organic reaction records. The task is: describe an organic reaction: reactants, conditions, products, and yield Reactants: CC(=O)[O-], CC(=O)[O-], CC(c1ccc(O)cc1Cl)C(O)(c1ccc2oc(=O)n(C)c2c1)C(F)(F)F, COC(=O)c1ccc(B(O)O)cc1Cl, ClCCl, Cl, [Cu+2], c1ccncc1. Yields the product COC(=O)c1ccc(Oc2ccc(C(C)C(O)(c3ccc4oc(=O)n(C)c4c3)C(F)(F)F)c(Cl)c2)cc1Cl. RXN SMILES: [C:52]([O-:53])(=[O:54])[CH3:55].[C:57]([O-:58])(=[O:59])[CH3:60].[Cl:1][c:2]1[c:3]([CH:9]([C:10]([C:11]([F:12])([F:13])[F:14])([OH:15])[c:16]2[cH:17][cH:18][c:19]3[c:20]([n:21]([CH3:25])[c:22](=[O:24])[o:23]3)[cH:26]2)[CH3:27])[cH:4][cH:5][c:6]([OH:8])[cH:7]1.[Cl:28][c:29]1[cH:30][c:31]([B:39]([OH:40])[OH:41])[cH:32][cH:33][c:34]1[C:35](=[O:36])[O:37][CH3:38].[Cl:49][CH2:50][Cl:51].[ClH:48].[Cu+2:56].[cH:42]1[cH:43][cH:44][n:45][cH:46][cH:47]1>>[Cl:1][c:2]1[c:3]([CH:9]([C:10]([C:11]([F:12])([F:13])[F:14])([OH:15])[c:16]2[cH:17][cH:18][c:19]3[c:20]([n:21]([CH3:25])[c:22](=[O:24])[o:23]3)[cH:26]2)[CH3:27])[cH:4][cH:5][c:6]([O:8][c:31]2[cH:30][c:29]([Cl:28])[c:34]([C:35](=[O:36])[O:37][CH3:38])[cH:33][cH:32]2)[cH:7]1. Starting materials: c1ccc2c(c1)Cc1ccccc1-2, CC(=O)O, Nc1cc(F)c2c(c1)C(=O)c1cc(F)ccc1-2, I. Yields the product Nc1cc(F)c2c(c1)Cc1cc(F)ccc1-2. Reaction SMILES: [CH2:1]1[c:2]2[c:3]([cH:4][cH:5][cH:6][cH:7]2)-[c:8]2[c:9]1[cH:10][cH:11][cH:12][cH:13]2.[CH3:32][C:33](=[O:34])[OH:35].[F:14][c:15]1[cH:16][c:17]([NH2:30])[cH:18][c:19]2[c:27]1-[c:26]1[c:21]([cH:22][c:23]([F:28])[cH:24][cH:25]1)[C:20]2=[O:29].[IH:31]>>[F:14][c:15]1[cH:16][c:17]([NH2:30])[cH:18][c:19]2[c:27]1-[c:26]1[c:21]([cH:22][c:23]([F:28])[cH:24][cH:25]1)[CH2:20]2. Reactants: N(=[N+]=[N-])CCOCCOCCOCCNS(=O)(=O)C1=CC(=CC=C1)C1CN(CC2=C(C=C(C=C12)Cl)Cl)CC (N-(2-(2-(2-(2-azidoethoxy)ethoxy)ethoxy)ethyl)-3-(6,8-dichloro-2-ethyl-1,2,3,4-tetrahydroisoquinolin-4-yl)benzenesulfonamide), C1(=CC=CC=C1)P(C1=CC=CC=C1)C1=CC=CC=C1 (triphenylphosphine), C1CCOC1 (THF). Solvent: O (water). The product is NCCOCCOCCOCCNS(=O)(=O)C1=CC(=CC=C1)C1CN(CC2=C(C=C(C=C12)Cl)Cl)CC (N-(2-(2-(2-(2-aminoethoxy)ethoxy)ethoxy)ethyl)-3-(6,8-dichloro-2-ethyl-1,2,3,4-tetrahydroisoquinolin-4-yl)benzenesulfonamide). RXN SMILES: [N:1]([CH2:4][CH2:5][O:6][CH2:7][CH2:8][O:9][CH2:10][CH2:11][O:12][CH2:13][CH2:14][NH:15][S:16]([C:19]1[CH:24]=[CH:23][CH:22]=[C:21]([CH:25]2[C:34]3[C:29](=[C:30]([Cl:36])[CH:31]=[C:32]([Cl:35])[CH:33]=3)[CH2:28][N:27]([CH2:37][CH3:38])[CH2:26]2)[CH:20]=1)(=[O:18])=[O:17])=[N+]=[N-].C1(P(C2C=CC=CC=2)C2C=CC=CC=2)C=CC=CC=1.C1COCC1>O>[NH2:1][CH2:4][CH2:5][O:6][CH2:7][CH2:8][O:9][CH2:10][CH2:11][O:12][CH2:13][CH2:14][NH:15][S:16]([C:19]1[CH:24]=[CH:23][CH:22]=[C:21]([CH:25]2[C:34]3[C:29](=[C:30]([Cl:36])[CH:31]=[C:32]([Cl:35])[CH:33]=3)[CH2:28][N:27]([CH2:37][CH3:38])[CH2:26]2)[CH:20]=1)(=[O:18])=[O:17]. Procedure: Into a 100-mL round-bottom flask, was placed N-(2-(2-(2-(2-azidoethoxy)ethoxy)ethoxy)ethyl)-3-(6,8-dichloro-2-ethyl-1,2,3,4-tetrahydroisoquinolin-4-yl)benzenesulfonamide (400 mg, 0.68 mmol, 1.00 equiv), triphenylphosphine (400 mg, 2.20 equiv), THF (10 mL) and water (1 mL) and the reaction was stirred overnight at room temperature. The resulting mixture was concentrated under vacuum and applied onto a preparative thin-layer chromatography (TLC) plate, eluting with DCM:methanol (5:1). This resulte... Reactants: O=C([O-])[O-], CN(C)C1CCc2oc3ccc(N)cc3c2C1, Cl, [K+], [K+], O=N[O-], [Na+], O, O=S(=O)(O)O. Reaction SMILES: [C:27](=[O:28])([O-:29])[O-:30].[CH3:1][N:2]([CH:3]1[CH2:4][c:5]2[c:6]([o:7][c:8]3[c:9]2[cH:10][c:11]([NH2:14])[cH:12][cH:13]3)[CH2:15][CH2:16]1)[CH3:17].[ClH:33].[K+:31].[K+:32].[N:18](=[O:19])[O-:20].[Na+:21].[OH2:34].[S:22](=[O:23])(=[O:24])([OH:25])[OH:26]>>[CH3:1][N:2]([CH:3]1[CH2:4][c:5]2[c:6]([o:7][c:8]3[c:9]2[cH:10][c:11]([OH:19])[cH:12][cH:13]3)[CH2:15][CH2:16]1)[CH3:17]. The product is CN(C)C1CCc2oc3ccc(O)cc3c2C1. The reactants are NC1=C(C=CC(=C1)Cl)S (2-Amino-4-chloro-benzenethiol), ClCCNC(=O)N ((2-chloro-ethyl)-urea), O1C(=CC2=C1C=CC=C2)S(=O)(=O)Cl (1-benzofuran-2-sulfonyl chloride). Yields the product NC(=O)NCCSC1=C(C=C(C=C1)Cl)NS(=O)(=O)C=1OC2=C(C1)C=CC=C2 (N-[2-({2-[(aminocarbonyl)amino]ethyl}thio)-5-chlorophenyl]-1-benzofuran-2-sulfonamide). RXN SMILES: [NH2:1][C:2]1[CH:7]=[C:6]([Cl:8])[CH:5]=[CH:4][C:3]=1[SH:9].Cl[CH2:11][CH2:12][NH:13][C:14]([NH2:16])=[O:15].[O:17]1[C:21]2[CH:22]=[CH:23][CH:24]=[CH:25][C:20]=2[CH:19]=[C:18]1[S:26](Cl)(=[O:28])=[O:27]>>[NH2:16][C:14]([NH:13][CH2:12][CH2:11][S:9][C:3]1[CH:4]=[CH:5][C:6]([Cl:8])=[CH:7][C:2]=1[NH:1][S:26]([C:18]1[O:17][C:21]2[CH:22]=[CH:23][CH:24]=[CH:25][C:20]=2[CH:19]=1)(=[O:27])=[O:28])=[O:15]. Reported procedure: Following General Procedure A, B, the title compound was prepared from 2-Amino-4-chloro-benzenethiol, (2-chloro-ethyl)-urea and 1-benzofuran-2-sulfonyl chloride. Reactants: BrC=1C=C(C=CC1OC)C(C(C)=O)C(C)=O (3-(3-bromo-4-methoxyphenyl)pentane-2,4-dione), Cl.NO (hydroxylamine hydrochloride). The solvent is C(C)O (ethanol), CCOCC (ether). Product: BrC=1C=C(C=CC1OC)C=1C(=NOC1C)C (4-(3-Bromo-4-methoxyphenyl)-3,5-dimethylisoxazole). Isolated yield 70.9%. Reaction SMILES: [Br:1][C:2]1[CH:3]=[C:4]([CH:10]([C:14](=O)[CH3:15])[C:11](=[O:13])[CH3:12])[CH:5]=[CH:6][C:7]=1[O:8][CH3:9].Cl.[NH2:18]O>C(O)C.CCOCC>[Br:1][C:2]1[CH:3]=[C:4]([C:10]2[C:14]([CH3:15])=[N:18][O:13][C:11]=2[CH3:12])[CH:5]=[CH:6][C:7]=1[O:8][CH3:9] |f:1.2|. Procedure: A mixture of 3-(3-bromo-4-methoxyphenyl)pentane-2,4-dione (40 mg, 0.14 mmol) and hydroxylamine hydrochloride (30 mg, 0.43 mmol) in 95% ethanol (0.50 mL) was refluxed for 4 h. After cooling to RT, the mixture was taken up in 30 mL of ether and washed with 10 mL of saturated sodium bicarbonate solution followed by 10 mL of brine. Drying over sodium sulfate and concentration afforded 40 mg of crude product which was purified by flash column chromatography, eluting with 50% dichloromethane in hexane...